Dataset: the Open Reaction Database (ORD), a public repository of structured organic reaction records. Task: describe an organic reaction: reactants, conditions, products, and yield Reactants: CC1=CC=C(S1)/C=C/C(=O)OC(C)(C)C (tert-Butyl (2E)-3-(5-methylthien-2-yl)prop-2-enoate), CC1=CC=C(S1)C1C(C1)C(=O)OCCCC (butyl 2-(5-methylthien-2-yl)cyclopropanecarboxylate). The product is CC1=CC=C(S1)C1C(C1)C(=O)OC(C)(C)C (tert-Butyl 2-(5-methylthien-2-yl)cyclopropanecarboxylate). As a reaction SMILES: [CH3:1][C:2]1[S:6][C:5](/[CH:7]=[CH:8]/[C:9]([O:11][C:12]([CH3:15])([CH3:14])[CH3:13])=[O:10])=[CH:4][CH:3]=1.[CH3:16]C1SC(C2CC2C(OCCCC)=O)=CC=1>>[CH3:1][C:2]1[S:6][C:5]([CH:7]2[CH2:16][CH:8]2[C:9]([O:11][C:12]([CH3:15])([CH3:14])[CH3:13])=[O:10])=[CH:4][CH:3]=1. Procedure: tert-Butyl (2E)-3-(5-methylthien-2-yl)prop-2-enoate was cyclopropanated according to the procedure described for EXAMPLE 136, STEP 2, providing, after chromatography, ten-butyl 2-(5-methylthien-2-yl)cyclopropanecarboxylate. Reactants: C(C)(C)(C)OC(=O)N(C(=O)OC(C)(C)C)C1=NC(=CC=C1[N+](=O)[O-])Cl (di-tert-butyl(6-chloro-3-nitropyridin-2-yl)imidodicarbonate), C1(=CC=CC=C1)B(O)O (phenylboronic acid), tetrakistriphenylphosphine palladium. Solvent: C1CCOC1 (THF), C(=O)([O-])[O-].[Na+].[Na+] (Na2CO3). Run at temperature 120 celsius. The product is C(C)(C)(C)OC(=O)N(C(=O)OC(C)(C)C)C1=NC(=CC=C1[N+](=O)[O-])C1=CC=CC=C1 (Di-tert-butyl(3-nitro-6-phenylpyridin-2-yl)imidodicarbonate). RXN SMILES: [C:1]([O:5][C:6]([N:8]([C:16]1[C:21]([N+:22]([O-:24])=[O:23])=[CH:20][CH:19]=[C:18](Cl)[N:17]=1)[C:9]([O:11][C:12]([CH3:15])([CH3:14])[CH3:13])=[O:10])=[O:7])([CH3:4])([CH3:3])[CH3:2].[C:26]1(B(O)O)[CH:31]=[CH:30][CH:29]=[CH:28][CH:27]=1>C1COCC1.C([O-])([O-])=O.[Na+].[Na+]>[C:1]([O:5][C:6]([N:8]([C:16]1[C:21]([N+:22]([O-:24])=[O:23])=[CH:20][CH:19]=[C:18]([C:26]2[CH:31]=[CH:30][CH:29]=[CH:28][CH:27]=2)[N:17]=1)[C:9]([O:11][C:12]([CH3:15])([CH3:14])[CH3:13])=[O:10])=[O:7])([CH3:4])([CH3:3])[CH3:2] |f:3.4.5|. Reported procedure: A mixture of di-tert-butyl(6-chloro-3-nitropyridin-2-yl)imidodicarbonate (700 mg, 1.87 mmol), phenylboronic acid (274 mg, 2.25 mmol) and tetrakistriphenylphosphine palladium (217 mg, 0.187 mmol) were blanketed with argon and taken up in THF (15.0 mL) and 2M aq. Na2CO3 (3.74 mL). The suspension was purged with bubbling argon for 20 min, then the reaction was sealed and heated via microwave to 120° C. for 2 h. The reaction was cooled, diluted with EtOAc and filtered through celite. The filtrate wa... The reactants are C(CCCC)[C@@H]1CC[C@H](CC1)C=1C=NC(=NC1)C=O (trans-5-(4-pentylcyclohexyl)-2-pyrimidinecarboxaldehyde), Cl.NO (hydroxylamine hydrochloride), C1(=CC=CC=C1)S(=O)(=O)Cl (benzenesulphonyl chloride), ice water, Cl (hydrochloric acid). The solvent is N1=CC=CC=C1 (pyridine). Run at time 2 hour. Product: C(CCCC)[C@@H]1CC[C@H](CC1)C=1C=NC(=NC1)C#N (trans-5-(4-pentylcyclohexyl)-2-pyrimidinecarbonitrile). Reaction SMILES: [CH2:1]([C@H:6]1[CH2:11][CH2:10][C@H:9]([C:12]2[CH:13]=[N:14][C:15]([CH:18]=O)=[N:16][CH:17]=2)[CH2:8][CH2:7]1)[CH2:2][CH2:3][CH2:4][CH3:5].Cl.[NH2:21]O.C1(S(Cl)(=O)=O)C=CC=CC=1.Cl>N1C=CC=CC=1>[CH2:1]([C@H:6]1[CH2:11][CH2:10][C@H:9]([C:12]2[CH:13]=[N:14][C:15]([C:18]#[N:21])=[N:16][CH:17]=2)[CH2:8][CH2:7]1)[CH2:2][CH2:3][CH2:4][CH3:5] |f:1.2|. Procedure: 9.0 g of trans-5-(4-pentylcyclohexyl)-2-pyrimidinecarboxaldehyde are dissolved in 150 ml of pyridine under a nitrogen atmosphere, treated with 3.9 g of hydroxylamine hydrochloride and stirred at room temperature for 2 hours. Thereafter, the mixture is treated with 18.3 g of benzenesulphonyl chloride, the temperature rising to about 50° C. Subsequently, the mixture is stirred at a bath temperature of 70° C. for 6 hours, then cooled, poured into 500 ml of ice/water and 100 ml of concentrated hydro... The reactants are C(C)OC(OCC)OCC (triethylorthoformate), NC1=C(C(=C(C=C1C)O)C(C)C)O (4-amino-2-isopropyl-5-methyl-benzene-1,3-diol), dihydroxycymenes, OC=1C=C(C=C(C1C)O)C(C)C (3,5-dihydroxycymene), C1(CC(C(C(C1)=O)C(C)C)=O)C (3,5-menthanedione), OS(=O)(=O)O (H2SO4). The reagents and catalysts are [Cl-].[Ti+4].[Cl-].[Cl-].[Cl-] (titanium chloride). The solvent is CCO (EtOH), CCO (EtOH). Run at temperature 0 celsius, time 8 hour. Product: C(C)(C)C1=C(C=C(C=2N=COC21)C)O (7-isopropyl-4-methyl-benzooxazol-6-ol). RXN SMILES: [NH2:1][C:2]1[C:7]([CH3:8])=[CH:6][C:5]([OH:9])=[C:4]([CH:10]([CH3:12])[CH3:11])[C:3]=1[OH:13].O[C:15]1C=C(C(C)C)C=C(O)C=1C.C1(C)CC(=O)C(C(C)C)C(=O)C1.C(OC(OCC)OCC)C.OS(O)(=O)=O>CCO.[Cl-].[Ti+4].[Cl-].[Cl-].[Cl-]>[CH:10]([C:4]1[C:3]2[O:13][CH:15]=[N:1][C:2]=2[C:7]([CH3:8])=[CH:6][C:5]=1[OH:9])([CH3:11])[CH3:12] |f:6.7.8.9.10|. Procedure: To a flask charged with 4-amino-2-isopropyl-5-methyl-benzene-1,3-diol (450 mg, 2.5 mmol) (Treibs and Albrecht, “The dihydroxycymenes. IV. Isocymorcin (3,5-dihydroxycymene) from 3,5-menthanedione by dehydrogenation and total synthesis,” Journal fuer Praktische Chemie (1961), 13, 291-305), purged with argon, and cooled to 0° C. was sequentially added triethylorthoformate (0.7 mL, 4.2 mmol), EtOH (4 mL), and a 10% v/v solution of H2SO4 in EtOH (40 μL). The reaction was allowed to warm to room tempe... The reactants are O=C([O-])[O-], CC1(C)CCN(c2ccccc2)c2cc(C#C[Si](C)(C)C)ccc21, CO, [K+], [K+]. RXN SMILES: [C:25](=[O:26])([O-:27])[O-:28].[CH3:1][C:2]1([CH3:24])[CH2:3][CH2:4][N:5]([c:18]2[cH:19][cH:20][cH:21][cH:22][cH:23]2)[c:6]2[cH:7][c:8]([C:12]#[C:13][Si:14]([CH3:15])([CH3:16])[CH3:17])[cH:9][cH:10][c:11]21.[CH3:31][OH:32].[K+:29].[K+:30]>>[CH3:1][C:2]1([CH3:24])[CH2:3][CH2:4][N:5]([c:18]2[cH:19][cH:20][cH:21][cH:22][cH:23]2)[c:6]2[cH:7][c:8]([C:12]#[CH:13])[cH:9][cH:10][c:11]21. Product: C#Cc1ccc2c(c1)N(c1ccccc1)CCC2(C)C. The reactants are O=C(OC(Cl)(Cl)Cl)OC(Cl)(Cl)Cl, CCN(C(C)C)C(C)C, CC(C)(C)CN, ClCCl, Nc1ccc(C(=O)N2CCN(Cc3cccc(C(=O)NC4CCC4)c3)CC2)cc1F. Product: CC(C)(C)CNC(=O)Nc1ccc(C(=O)N2CCN(Cc3cccc(C(=O)NC4CCC4)c3)CC2)cc1F. Reaction SMILES: [C:1]([O:2][C:3]([Cl:4])([Cl:5])[Cl:6])([O:7][C:8]([Cl:9])([Cl:10])[Cl:11])=[O:12].[CH2:43]([N:44]([CH:45]([CH3:46])[CH3:47])[CH:48]([CH3:49])[CH3:50])[CH3:51].[CH3:52][C:53]([CH2:54][NH2:55])([CH3:56])[CH3:57].[Cl:58][CH2:59][Cl:60].[NH2:13][c:14]1[c:15]([F:42])[cH:16][c:17]([C:18](=[O:19])[N:20]2[CH2:21][CH2:22][N:23]([CH2:26][c:27]3[cH:28][c:29]([C:30](=[O:31])[NH:32][CH:33]4[CH2:34][CH2:35][CH2:36]4)[cH:37][cH:38][cH:39]3)[CH2:24][CH2:25]2)[cH:40][cH:41]1>>[C:1](=[O:12])([NH:13][c:14]1[c:15]([F:42])[cH:16][c:17]([C:18](=[O:19])[N:20]2[CH2:21][CH2:22][N:23]([CH2:26][c:27]3[cH:28][c:29]([C:30](=[O:31])[NH:32][CH:33]4[CH2:34][CH2:35][CH2:36]4)[cH:37][cH:38][cH:39]3)[CH2:24][CH2:25]2)[cH:40][cH:41]1)[NH:55][CH2:54][C:53]([CH3:52])([CH3:56])[CH3:57]. As a reaction SMILES: [CH3:1][O:2][C:3]1[CH:4]=[C:5]([CH2:11][C:12]([NH:14][CH2:15][CH2:16][CH2:17][C:18]2[CH:23]=[CH:22][C:21]([O:24][CH3:25])=[C:20]([O:26][CH3:27])[CH:19]=2)=O)[CH:6]=[CH:7][C:8]=1[O:9][CH3:10].O=P(Cl)(Cl)Cl.[BH4-].[Na+].O>C(#N)C.C(Cl)Cl.CO>[CH3:1][O:2][C:3]1[CH:4]=[C:5]([CH:6]=[CH:7][C:8]=1[O:9][CH3:10])[CH2:11][CH:12]1[C:23]2[CH:22]=[C:21]([O:24][CH3:25])[C:20]([O:26][CH3:27])=[CH:19][C:18]=2[CH2:17][CH2:16][CH2:15][NH:14]1 |f:2.3,6.7|. The solvent is C(Cl)Cl.CO (CH2Cl2 MeOH), C(C)#N (acetonitrile). Starting materials: O (H2O), COC=1C=C(C=CC1OC)CC(=O)NCCCC1=CC(=C(C=C1)OC)OC (2-(3,4-dimethoxy-phenyl)-N-[3-(3,4-dimethoxy-phenyl)-propyl]-acetamide), O=P(Cl)(Cl)Cl (POCl3), [BH4-].[Na+] (NaBH4). Conditions: temperature 0 celsius. Procedure: A mixture of 2-(3,4-dimethoxy-phenyl)-N-[3-(3,4-dimethoxy-phenyl)-propyl]-acetamide (6.16 g, 16.49 mmol) and POCl3 (4.95 ml, 54.07 mmol) in anhydrous acetonitrile (185 ml) was stirred at reflux for 4 h under nitrogen. After cooling, the reaction mixture was concentrated in vacuo and the residue was dissolved in MeOH (125 ml). The solution was cooled to 0° C. and NaBH4 (4.31 g, 113.93 mmol) was added portionwise. After stirring at 0° C. for 2 h under nitrogen, the reaction mixture was poured into... Yields the product COC=1C=C(CC2NCCCC3=C2C=C(C(=C3)OC)OC)C=CC1OC (1-(3,4-Dimethoxy-benzyl)-7,8-dimethoxy-2,3,4,5-tetrahydro-1H-benzo[c]azepine). Starting materials: O=C(O)c1cccc(Br)n1, O=S(Cl)Cl. The product is O=C(O)c1cccc(Br)n1, [Cl-]. Reaction SMILES: [Br:1][c:2]1[cH:3][cH:4][cH:5][c:6]([C:8](=[O:9])[OH:10])[n:7]1.[S:11]([Cl:12])([Cl:13])=[O:14]>>[Br:1][c:2]1[cH:3][cH:4][cH:5][c:6]([C:8](=[O:9])[OH:10])[n:7]1.[Cl-:13].